Dataset: the Open Reaction Database (ORD), a public repository of structured organic reaction records. Task: describe an organic reaction: reactants, conditions, products, and yield Reactants: C(CC)C1=NC2=C(N1CC1=CC=C(C=C1)C=1C(=CC=CC1)C(=O)OC(C)(C)C)C=C(C=C2C)C=2N=CN(C2)CC(=O)N (tert. butyl 4'-[(2-n-propyl-4-methyl-6-(1-aminocarbonylmethyl-imidazol-4-yl)-benzimidazol-1-yl)-methyl]-biphenyl-2-carboxylate), FC(C(=O)O)(F)F (trifluoroacetic acid). As a reaction SMILES: [CH2:1]([C:4]1[N:8]([CH2:9][C:10]2[CH:15]=[CH:14][C:13]([C:16]3[C:17]([C:22]([O:24]C(C)(C)C)=[O:23])=[CH:18][CH:19]=[CH:20][CH:21]=3)=[CH:12][CH:11]=2)[C:7]2[CH:29]=[C:30]([C:34]3[N:35]=[CH:36][N:37]([CH2:39][C:40]([NH2:42])=[O:41])[CH:38]=3)[CH:31]=[C:32]([CH3:33])[C:6]=2[N:5]=1)[CH2:2][CH3:3].FC(F)(F)C(O)=O>C(Cl)Cl>[CH2:1]([C:4]1[N:8]([CH2:9][C:10]2[CH:11]=[CH:12][C:13]([C:16]3[C:17]([C:22]([OH:24])=[O:23])=[CH:18][CH:19]=[CH:20][CH:21]=3)=[CH:14][CH:15]=2)[C:7]2[CH:29]=[C:30]([C:34]3[N:35]=[CH:36][N:37]([CH2:39][C:40]([NH2:42])=[O:41])[CH:38]=3)[CH:31]=[C:32]([CH3:33])[C:6]=2[N:5]=1)[CH2:2][CH3:3]. The solvent is C(Cl)Cl (methylene chloride). Procedure: Prepared analogously to Example 88 from tert. butyl 4'-[(2-n-propyl-4-methyl-6-(1-aminocarbonylmethyl-imidazol-4-yl)-benzimidazol-1-yl)-methyl]-biphenyl-2-carboxylate and trifluoroacetic acid in methylene chloride. Yields the product C(CC)C1=NC2=C(N1CC1=CC=C(C=C1)C=1C(=CC=CC1)C(=O)O)C=C(C=C2C)C=2N=CN(C2)CC(=O)N (4'-[(2-n-Propyl-4-methyl-6-(1-aminocarbonylmethyl-imidazol-4-yl)-benzimidazol-1-yl)-methyl]-biphenyl-2-carboxylic Acid). Starting materials: O[C@H]1C[C@@H](CC2=CC=C3[C@@H]4CC[C@H]([C@@H](CC[C@H](C(C)C)O)C)[C@]4(CC[C@@H]3[C@@]12C)C)O (1α,3β,24(R)-trihydroxy-cholesta-5,7-diene), C(C)(=O)O[C@H]1C[C@@H](CC2=CC[C@H]3[C@@H]4CC[C@H]([C@@H](CCC(C(C)C)OC(C)=O)C)[C@]4(CC[C@@H]3[C@@]12C)C)OC(C)=O (1α,3β,24-triacetoxycholest-5-ene). Product: O[C@H]1C[C@@H](CC2=CC=C3[C@@H]4CC[C@H]([C@@H](CC[C@H](C(C)C)OC(C5=CC=CC=C5)=O)C)[C@]4(CC[C@@H]3[C@@]12C)C)OC(C1=CC=CC=C1)=O (1α-hydroxy-3β,24(R)-dibenzoyloxy-cholesta-5,7-diene). RXN SMILES: [OH:1][C@@H:2]1[C@@:27]2([CH3:28])[C:6](=[CH:7][CH:8]=[C:9]3[C@@H:26]2[CH2:25][CH2:24][C@@:23]2([CH3:29])[C@H:10]3[CH2:11][CH2:12][C@@H:13]2[C@H:14]([CH3:22])[CH2:15][CH2:16][C@@H:17]([OH:21])[CH:18]([CH3:20])[CH3:19])[CH2:5][C@@H:4]([OH:30])[CH2:3]1.C([O:34][C@@H:35]1[C@@:63]2(C)[C:39](=[CH:40][CH2:41][C@@H:42]3[C@@H:62]2CC[C@@]2(C)[C@H]3CC[C@@H]2[C@H](C)CCC(OC(=O)C)C(C)C)C[C@@H](OC(=O)C)C1)(=O)C>>[OH:1][C@@H:2]1[C@@:27]2([CH3:28])[C:6](=[CH:7][CH:8]=[C:9]3[C@@H:26]2[CH2:25][CH2:24][C@@:23]2([CH3:29])[C@H:10]3[CH2:11][CH2:12][C@@H:13]2[C@H:14]([CH3:22])[CH2:15][CH2:16][C@@H:17]([O:21][C:2](=[O:1])[C:27]2[CH:6]=[CH:7][CH:8]=[CH:9][CH:26]=2)[CH:18]([CH3:20])[CH3:19])[CH2:5][C@@H:4]([O:30][C:35](=[O:34])[C:63]2[CH:62]=[CH:42][CH:41]=[CH:40][CH:39]=2)[CH2:3]1. Reported procedure: The 1α,3β,24(R)-trihydroxy-cholesta-5,7-diene was benzoylated in quite the same way as in Example 22, (A) to form 1α-hydroxy-3β,24(R)-dibenzoyloxy-cholesta-5,7-diene. Product: CC=1C(CCC2=CCCCC12)=O (1-Methyl-4,6,7,8-tetrahydro-2(3H)-naphthalenone). Procedure: This material is prepared according to the procedure for Preparation 6 wherein 2-hydroxycyclohexanone is substituted for carvone. The resulting hydroxyketone is converted to the semicarbazone before dehydration with aqueous oxalic acid. Reactants: OC1C(CCCC1)=O (2-hydroxycyclohexanone), semicarbazone, C(C(=O)O)(=O)O (oxalic acid), CC1=CCC(CC1=O)C(=C)C (carvone), OC(=O)O (hydroxyketone). Reaction SMILES: O[CH:2]1[CH2:7][CH2:6][CH2:5][CH2:4][C:3]1=[O:8].[CH3:9][C:10]1C(=O)CC(C(C)=C)[CH2:12][CH:11]=1.O[C:21](O)=O.C(O)(=O)C(O)=O>>[CH3:21][C:2]1[C:3](=[O:8])[CH2:4][CH2:5][C:6]2[C:7]=1[CH2:12][CH2:11][CH2:10][CH:9]=2. Reactants: O (water), FC(C=1C=C(CNC2=NC=C(C=N2)OCCCC(=O)OC(C)(C)C)C=C(C1)C(F)(F)F)(F)F (Tert-butyl 4-[2-(3,5-bis-trifluoromethyl-benzylamino)-pyrimidin-5-yloxy]-butyrate), BrC1=C(C=C(C(=C1)C(F)(F)F)OC)CBr (1-bromo-2-bromomethyl-4-methoxy-5-trifluoromethyl-benzene), [H-].[Na+] (sodium hydride). Run in C(C)(=O)OCC (ethyl acetate), CN(C=O)C (N,N-dimethylformamide). Run at time 15 minute. Product: FC(C=1C=C(CN(C2=NC=C(C=N2)OCCCC(=O)OC(C)(C)C)CC2=C(C=C(C(=C2)OC)C(F)(F)F)Br)C=C(C1)C(F)(F)F)(F)F (tert-butyl 4-{2-[(3,5-bis-trifluoromethyl-benzyl)-(2-bromo-5-methoxy-4-trifluoromethyl-benzyl)-amino]-pyrimidin-5-yloxy}-butyrate). Isolated yield 54.8%. RXN SMILES: [F:1][C:2]([F:33])([F:32])[C:3]1[CH:4]=[C:5]([CH:25]=[C:26]([C:28]([F:31])([F:30])[F:29])[CH:27]=1)[CH2:6][NH:7][C:8]1[N:13]=[CH:12][C:11]([O:14][CH2:15][CH2:16][CH2:17][C:18]([O:20][C:21]([CH3:24])([CH3:23])[CH3:22])=[O:19])=[CH:10][N:9]=1.[H-].[Na+].[Br:36][C:37]1[CH:42]=[C:41]([C:43]([F:46])([F:45])[F:44])[C:40]([O:47][CH3:48])=[CH:39][C:38]=1[CH2:49]Br.O>CN(C)C=O.C(OCC)(=O)C>[F:33][C:2]([F:1])([F:32])[C:3]1[CH:4]=[C:5]([CH:25]=[C:26]([C:28]([F:29])([F:30])[F:31])[CH:27]=1)[CH2:6][N:7]([CH2:49][C:38]1[CH:39]=[C:40]([O:47][CH3:48])[C:41]([C:43]([F:44])([F:46])[F:45])=[CH:42][C:37]=1[Br:36])[C:8]1[N:9]=[CH:10][C:11]([O:14][CH2:15][CH2:16][CH2:17][C:18]([O:20][C:21]([CH3:24])([CH3:23])[CH3:22])=[O:19])=[CH:12][N:13]=1 |f:1.2|. Procedure details: Tert-butyl 4-[2-(3,5-bis-trifluoromethyl-benzylamino)-pyrimidin-5-yloxy]-butyrate (300 mg) is dissolved in N,N-dimethylformamide (4 ml) and thereto is added sodium hydride (60%) (33 mg) under ice-cooling, and the mixture is stirred for 15 minutes and thereto is added 1-bromo-2-bromomethyl-4-methoxy-5-trifluoromethyl-benzene (327 mg) and the mixture is stirred at room temperature overnight. Thereto are added water and ethyl acetate, and the mixture is separated, and the organic layer is washed wi... Starting materials: C(#N)C=1C=C(C=CC1S(=O)(=O)CC)NC(CCCC1=CC=C(C=C1)B(O)O)=O (4-(4-(3-cyano-4-(ethylsulfonyl)phenylamino)-4-oxobutyl)phenylboronic acid), BrC1=CC(=C(C=C1)CCOC(NC1=CC(=C(C=C1)S(=O)(=O)C(C)C)CN(C)C(=O)OC(C)(C)C)=O)CC ([3-[(tert-Butoxycarbonyl-methyl-amino)-methyl]-4-(propane-2-sulfonyl)-phenyl]-carbamic acid 2-(4-bromo-2-ethyl-phenyl)-ethyl ester), 5,5′,5′-tetramethyl-[2,2′]bi[[1,3,2]dioxaborinanyl]. Yields the product C(C)(C)(C)OC(=O)N(C)CC=1C=C(C=CC1S(=O)(=O)C(C)C)NC(=O)OCCC1=C(C=C(C=C1)B(O)O)CC (4-(2-(3-((tert-butoxycarbonyl(methyl)amino)methyl)-4-(isopropylsulfonyl)phenylcarbamoyloxy)ethyl)-3-ethylphenylboronic acid). Isolated yield 59.0%. Reaction SMILES: C(C1C=C(NC(=O)CCCC2C=CC([B:25]([OH:27])[OH:26])=CC=2)C=CC=1S(CC)(=O)=O)#N.Br[C:30]1[CH:35]=[CH:34][C:33]([CH2:36][CH2:37][O:38][C:39](=[O:63])[NH:40][C:41]2[CH:46]=[CH:45][C:44]([S:47]([CH:50]([CH3:52])[CH3:51])(=[O:49])=[O:48])=[C:43]([CH2:53][N:54]([C:56]([O:58][C:59]([CH3:62])([CH3:61])[CH3:60])=[O:57])[CH3:55])[CH:42]=2)=[C:32]([CH2:64][CH3:65])[CH:31]=1>>[C:59]([O:58][C:56]([N:54]([CH2:53][C:43]1[CH:42]=[C:41]([NH:40][C:39]([O:38][CH2:37][CH2:36][C:33]2[CH:34]=[CH:35][C:30]([B:25]([OH:27])[OH:26])=[CH:31][C:32]=2[CH2:64][CH3:65])=[O:63])[CH:46]=[CH:45][C:44]=1[S:47]([CH:50]([CH3:52])[CH3:51])(=[O:49])=[O:48])[CH3:55])=[O:57])([CH3:62])([CH3:61])[CH3:60]. Procedure: Using a procedure analogous to that used to prepare 6D, 43A (650 mg, 1.1 mmol) was reacted with 5,5′,5′-tetramethyl-[2,2′]bi[[1,3,2]dioxaborinanyl] to give 43B (362 mg, 59%) as a brown oil. MS (ESI) m/z 563.2 (M+H)+. Reactants: ClCCl, COC(=O)CN(c1c(F)cc(Br)cc1OCc1ccccc1)S(=O)(=O)NC(=O)OC(C)(C)C, O=C(O)C(F)(F)F. Yields the product COC(=O)CN(c1c(F)cc(Br)cc1OCc1ccccc1)S(N)(=O)=O. Reaction SMILES: [CH2:41]([Cl:42])[Cl:43].[CH3:1][O:2][C:3]([CH2:4][N:5]([c:6]1[c:7]([O:14][CH2:15][c:16]2[cH:17][cH:18][cH:19][cH:20][cH:21]2)[cH:8][c:9]([Br:13])[cH:10][c:11]1[F:12])[S:22]([NH:23][C:24]([O:25][C:26]([CH3:27])([CH3:28])[CH3:29])=[O:30])(=[O:31])=[O:32])=[O:33].[F:34][C:35]([F:36])([F:37])[C:38]([OH:39])=[O:40]>>[CH3:1][O:2][C:3]([CH2:4][N:5]([c:6]1[c:7]([O:14][CH2:15][c:16]2[cH:17][cH:18][cH:19][cH:20][cH:21]2)[cH:8][c:9]([Br:13])[cH:10][c:11]1[F:12])[S:22]([NH2:23])(=[O:31])=[O:32])=[O:33]. Reactants: C1(=CC=CC=C1)S(=O)(=O)CC1(CCCCC1)C(=O)OCC (ethyl 1-phenylsulfonylmethylcyclohexanecarboxylate), [OH-].[K+] (potassium hydroxide). Solvent: C(C)O (ethanol). Yields the product C1(=CC=CC=C1)S(=O)(=O)CC1(CCCCC1)C(=O)O (1-phenylsulfonylmethylcyclohexane-carboxylic acid). Yield: 93.9%. Reaction SMILES: [C:1]1([S:7]([CH2:10][C:11]2([C:17]([O:19]CC)=[O:18])[CH2:16][CH2:15][CH2:14][CH2:13][CH2:12]2)(=[O:9])=[O:8])[CH:6]=[CH:5][CH:4]=[CH:3][CH:2]=1.[OH-].[K+]>C(O)C>[C:1]1([S:7]([CH2:10][C:11]2([C:17]([OH:19])=[O:18])[CH2:16][CH2:15][CH2:14][CH2:13][CH2:12]2)(=[O:9])=[O:8])[CH:2]=[CH:3][CH:4]=[CH:5][CH:6]=1 |f:1.2|. Procedure: Further, 1.43 g (4.6 mmol) of the ethyl 1-phenylsulfonylmethylcyclohexanecarboxylate and 1.52 g (23.0 mmol) of potassium hydroxide were dissolved in aqueous solution of 90% ethanol. After heating reflux for 18 hours, the reaction mixture was concentrated under reduced pressure. The obtained residue was dissolved in water and washed with ether. The resulting water layer was made acid (pH=2) by the addition of 4N-hydrochloric acid thereto and then extracted with ethyl acetate and washed with 1N-hy... Starting materials: Cl.Cl.C1(CCC1)N1CCN(CC1)C(=O)C1CCNCC1 (1-cyclobutyl-4-(piperidine-4-carbonyl)-piperazine di-hydrochloride), ClC=1N=NC(=CC1)C(F)(F)F (3-chloro-6-trifluoromethyl-pyridazine). Product: Cl.C1(CCC1)N1CCN(CC1)C(=O)C1CCN(CC1)C=1N=NC(=CC1)C(F)(F)F (1-Cyclobutyl-4-[1-(6-trifluoromethyl-pyridazin-3-yl)-piperidine-4-carbonyl]-piperazine hydrochloride). RXN SMILES: Cl.Cl.[CH:3]1([N:7]2[CH2:12][CH2:11][N:10]([C:13]([CH:15]3[CH2:20][CH2:19][NH:18][CH2:17][CH2:16]3)=[O:14])[CH2:9][CH2:8]2)[CH2:6][CH2:5][CH2:4]1.[Cl:21][C:22]1[N:23]=[N:24][C:25]([C:28]([F:31])([F:30])[F:29])=[CH:26][CH:27]=1>>[ClH:21].[CH:3]1([N:7]2[CH2:12][CH2:11][N:10]([C:13]([CH:15]3[CH2:20][CH2:19][N:18]([C:22]4[N:23]=[N:24][C:25]([C:28]([F:31])([F:30])[F:29])=[CH:26][CH:27]=4)[CH2:17][CH2:16]3)=[O:14])[CH2:9][CH2:8]2)[CH2:6][CH2:5][CH2:4]1 |f:0.1.2,4.5|. Reported procedure: The title compound (E190) was prepared from 1-cyclobutyl-4-(piperidine-4-carbonyl)-piperazine (free base compound from D7) and 3-chloro-6-trifluoromethyl-pyridazine (A. J. Goodman, S. P. Stanforth and B. Tarbit, Tetrahedron, 1999, 55(52), 15067-15070) using the method described in Example 88. LCMS electrospray (+ve) 398 (MH+). 1H NMR δ [MeOH-d4]: 1.86-2.02 (6H, m), 2.33-2.37 (4H, m), 2.78-2.89 (1H, m), 2.91-3.12 (2H, m), 3.23.3.28 (1H, m), 3.44-3.54 (6H, m), 3.71-3.75 (1H, m), 4.30-4.42 (2H, m),... The reactants are NC1=C(C=NN1C1=CC=CC=C1)C#N (5-amino-1-phenyl-1H-pyrazole-4-carbonitrile), ClC1=CC=C(C=C1)CC(=O)C1=C(C=C(C=C1)Cl)Cl (2-(4-chloro-phenyl)-1-(2,4-dichloro-phenyl)-ethanone), saturated aqueous NaHCOs solution, CCOC(=O)C (EtOAc). The reagents and catalysts are Cl[Ti](Cl)(Cl)Cl (TiCl4). Run in ClC(C)Cl (dichloroethane), ClC(C)Cl (dichloroethane). Conditions: time 5 minute. Product: ClC1=CC=C(C=C1)C=1C(=C2C(=NC1C1=C(C=C(C=C1)Cl)Cl)N(N=C2)C2=CC=CC=C2)N (5-(4-chloro-phenyl)-6-(2,4-dichloro-phenyl)-1-phenyl-1H-pyrazolo[3,4-b]pyridin-4-ylamine). RXN SMILES: [Cl:1][C:2]1[CH:7]=[CH:6][C:5]([CH2:8][C:9]([C:11]2[CH:16]=[CH:15][C:14]([Cl:17])=[CH:13][C:12]=2[Cl:18])=O)=[CH:4][CH:3]=1.[NH2:19][C:20]1[N:24]([C:25]2[CH:30]=[CH:29][CH:28]=[CH:27][CH:26]=2)[N:23]=[CH:22][C:21]=1[C:31]#[N:32].CCOC(C)=O>ClC(Cl)C.Cl[Ti](Cl)(Cl)Cl>[Cl:1][C:2]1[CH:7]=[CH:6][C:5]([C:8]2[C:31]([NH2:32])=[C:21]3[CH:22]=[N:23][N:24]([C:25]4[CH:30]=[CH:29][CH:28]=[CH:27][CH:26]=4)[C:20]3=[N:19][C:9]=2[C:11]2[CH:16]=[CH:15][C:14]([Cl:17])=[CH:13][C:12]=2[Cl:18])=[CH:4][CH:3]=1. Procedure: A solution of 2-(4-chloro-phenyl)-1-(2,4-dichloro-phenyl)-ethanone (300 mg, 0.99 mmol) in dichloroethane (3 mL) is stirred at room temperature while TiCl4 (311 mg, 1.64 mmol) is added dropwise. After the addition, the mixture is stirred at room temperature for 5 minutes and a solution of 5-amino-1-phenyl-1H-pyrazole-4-carbonitrile (150 mg, 0.815 mmol) in dichloroethane (3 mL) is added dropwise. After the addition, the mixture is heated to 125° C. for 5 hours. After cooling, the mixture is poured...